Dataset: the Open Reaction Database (ORD), a public repository of structured organic reaction records. Task: describe an organic reaction: reactants, conditions, products, and yield Starting materials: BrBr, CC(=O)O, Nc1ccc2nc(C(F)(F)F)[nH]c2c1. Yields the product Nc1ccc2nc(C(F)(F)F)[nH]c2c1Br. RXN SMILES: [Br:15][Br:16].[C:17]([OH:18])(=[O:19])[CH3:20].[F:1][C:2]([c:3]1[nH:4][c:5]2[c:6]([n:7]1)[cH:8][cH:9][c:10]([NH2:12])[cH:11]2)([F:13])[F:14]>>[F:1][C:2]([c:3]1[nH:4][c:5]2[c:6]([n:7]1)[cH:8][cH:9][c:10]([NH2:12])[c:11]2[Br:15])([F:13])[F:14]. The reactants are O=C(O)CC(O)(CC(=O)O)C(=O)O, [Cl-], [H+], N=C(N)NC(=O)c1nc(Cl)c(N)nc1N, N=C(N)NC(=O)c1nc(Cl)c(N)nc1N, O, O, O, O. Product: O=C([O-])CC(O)(CC(=O)[O-])C(=O)[O-], N=C(N)NC(=O)c1nc(Cl)c(N)nc1N. As a reaction SMILES: [C:21]([CH2:22][C:23]([OH:24])([C:25](=[O:26])[OH:27])[CH2:28][C:29](=[O:30])[OH:31])(=[O:32])[OH:33].[Cl-:4].[H+:1].[NH2:34][C:35]([NH:36][C:37]([c:38]1[c:39]([NH2:40])[n:41][c:42]([NH2:43])[c:44]([Cl:45])[n:46]1)=[O:47])=[NH:48].[NH2:5][C:6](=[NH:7])[NH:8][C:9](=[O:10])[c:11]1[n:12][c:13]([Cl:14])[c:15]([NH2:16])[n:17][c:18]1[NH2:19].[OH2:20].[OH2:2].[OH2:3].[OH2:49]>>[C:21]([CH2:22][C:23]([OH:24])([C:25](=[O:26])[O-:27])[CH2:28][C:29](=[O:30])[O-:31])(=[O:32])[O-:33].[NH:5]=[C:6]([NH2:7])[NH:8][C:9](=[O:10])[c:11]1[n:12][c:13]([Cl:14])[c:15]([NH2:16])[n:17][c:18]1[NH2:19]. RXN SMILES: Cl[CH2:2][C:3]#[C:4][CH3:5].[CH3:6][O:7][C:8]([CH:10]1[CH:15]([CH3:16])[O:14][CH:13]([CH3:17])[CH2:12][N:11]1[S:18]([C:21]1[CH:26]=[CH:25][C:24]([OH:27])=[CH:23][CH:22]=1)(=[O:20])=[O:19])=[O:9]>>[CH3:6][O:7][C:8]([C@H:10]1[C@H:15]([CH3:16])[O:14][C@@H:13]([CH3:17])[CH2:12][N:11]1[S:18]([C:21]1[CH:22]=[CH:23][C:24]([O:27][CH2:2][C:3]#[C:4][CH3:5])=[CH:25][CH:26]=1)(=[O:20])=[O:19])=[O:9]. Procedure: The title compound was prepared in a manner similar to Preparation 3 from 1-chloro-but-2-yne and 4-(4-Hydroxy-benzenesulfonyl)-2,6-dimethyl-morpholine-3-carboxylic acid methyl ester. 1HNMR (400 MHz, CDCl3): δ=7.66 (d, J=8.9 Hz, 2H), 6.98 (d, J=8.9 Hz, 2H), 4.65 (bs, 2H), 4.47 (q, J=6.4 Hz, 1H), 4.23 (s, 1H), 3.92 (m, 1H), 3.50 (s, 3H), 2.93 (dd, J=12.2 and 11.0 Hz, 1H), 1.79(t, J=2.3 Hz, 3H), 1.40 (d, J=6.6 Hz, 3H), 1.01(d, J=6.0, 3H). MS: Calculated for C18H23NO6S (M+H): 382.13. Found: 382.0. Reactants: ClCC#CC (1-chloro-but-2-yne), COC(=O)C1N(CC(OC1C)C)S(=O)(=O)C1=CC=C(C=C1)O (4-(4-Hydroxy-benzenesulfonyl)-2,6-dimethyl-morpholine-3-carboxylic acid methyl ester). Yields the product COC(=O)[C@@H]1N(C[C@@H](O[C@H]1C)C)S(=O)(=O)C1=CC=C(C=C1)OCC#CC ((2S,3R,6S)4-(4-BUT-2-YNYLOXY-BENZENESULFONYL)-2,6-DIMETHYL-MORPHOLINE-3-CARBOXYLIC ACID METHYL ESTER).